From a dataset of the Open Reaction Database (ORD), a public repository of structured organic reaction records. describe an organic reaction: reactants, conditions, products, and yield Reactants: BrCCCCCCCCCCOc1ccc(C2c3ccc(OCc4ccccc4)cc3OCC2c2ccccc2)cc1, C1COCCN1. Product: c1ccc(COc2ccc3c(c2)OCC(c2ccccc2)C3c2ccc(OCCCCCCCCCCN3CCOCC3)cc2)cc1. As a reaction SMILES: [CH2:1]([c:2]1[cH:3][cH:4][cH:5][cH:6][cH:7]1)[O:8][c:9]1[cH:10][cH:11][c:12]2[c:17]([cH:18]1)[O:16][CH2:15][CH:14]([c:19]1[cH:20][cH:21][cH:22][cH:23][cH:24]1)[CH:13]2[c:25]1[cH:26][cH:27][c:28]([O:31][CH2:32][CH2:33][CH2:34][CH2:35][CH2:36][CH2:37][CH2:38][CH2:39][CH2:40][CH2:41][Br:42])[cH:29][cH:30]1.[CH2:43]1[CH2:44][O:45][CH2:46][CH2:47][NH:48]1>>[CH2:1]([c:2]1[cH:3][cH:4][cH:5][cH:6][cH:7]1)[O:8][c:9]1[cH:10][cH:11][c:12]2[c:17]([cH:18]1)[O:16][CH2:15][CH:14]([c:19]1[cH:20][cH:21][cH:22][cH:23][cH:24]1)[CH:13]2[c:25]1[cH:26][cH:27][c:28]([O:31][CH2:32][CH2:33][CH2:34][CH2:35][CH2:36][CH2:37][CH2:38][CH2:39][CH2:40][CH2:41][N:48]2[CH2:43][CH2:44][O:45][CH2:46][CH2:47]2)[cH:29][cH:30]1.